Dataset: the Open Reaction Database (ORD), a public repository of structured organic reaction records. Task: describe an organic reaction: reactants, conditions, products, and yield The reactants are CCO, Cl, [Na+], O=C([O-])O, CCOC(=O)COc1cccc(OCCCOC2CCCCO2)c1. Yields the product CCOC(=O)COc1cccc(OCCCO)c1. Reaction SMILES: [CH3:31][CH2:32][OH:33].[ClH:25].[Na+:30].[O-:26][C:27]([OH:28])=[O:29].[O:1]1[CH2:2][CH2:3][CH2:4][CH2:5][CH:6]1[O:7][CH2:8][CH2:9][CH2:10][O:11][c:12]1[cH:13][c:14]([O:15][CH2:16][C:17](=[O:18])[O:19][CH2:20][CH3:21])[cH:22][cH:23][cH:24]1>>[OH:7][CH2:8][CH2:9][CH2:10][O:11][c:12]1[cH:13][c:14]([O:15][CH2:16][C:17](=[O:18])[O:19][CH2:20][CH3:21])[cH:22][cH:23][cH:24]1. The reactants are C(C#C)N (propargylamine), [I-].[K+] (potassium iodide), [N+](=O)([O-])C=1C=CC2=C(C(=NCC=3N2C(=NN3)CBr)C3=C(C=CC=C3)Cl)C1 (8 -nitro-1-(bromomethyl)-6-(o-chlorophenyl)-4H-s-triazolo[4,3-a][1,4]benzodiazepine). Solvent: CN(C=O)C (dimethylformamide). Product: [N+](=O)([O-])C=1C=CC2=C(C(=NCC=3N2C(=NN3)CNCC#C)C3=C(C=CC=C3)Cl)C1 (8-nitro-1-[[(2-propynyl)amino] methyl]-6-(o-chlorophenyl)-4H-s-triazolo[4,3-a][1,4]benzodiazepine). RXN SMILES: [N+:1]([C:4]1[CH:5]=[CH:6][C:7]2[N:13]3[C:14]([CH2:17]Br)=[N:15][N:16]=[C:12]3[CH2:11][N:10]=[C:9]([C:19]3[CH:24]=[CH:23][CH:22]=[CH:21][C:20]=3[Cl:25])[C:8]=2[CH:26]=1)([O-:3])=[O:2].[CH2:27]([NH2:30])[C:28]#[CH:29].[I-].[K+]>CN(C)C=O>[N+:1]([C:4]1[CH:5]=[CH:6][C:7]2[N:13]3[C:14]([CH2:17][NH:30][CH2:27][C:28]#[CH:29])=[N:15][N:16]=[C:12]3[CH2:11][N:10]=[C:9]([C:19]3[CH:24]=[CH:23][CH:22]=[CH:21][C:20]=3[Cl:25])[C:8]=2[CH:26]=1)([O-:3])=[O:2] |f:2.3|. Reported procedure: In the manner given in Preparation 19, 8 -nitro-1-(bromomethyl)-6-(o-chlorophenyl)-4H-s-triazolo[4,3-a][1,4]benzodiazepine in dimethylformamide is reacted at room temperature with propargylamine in the presence of potassium iodide to give 8-nitro-1-[[(2-propynyl)amino] methyl]-6-(o-chlorophenyl)-4H-s-triazolo[4,3-a][1,4]benzodiazepine. Preparation 25 8 -Chloro-1-[[(cyclopropylmethyl)amino]methyl]-6-phenyl-4H-s-triazolo[4,3-a][1,4]benzodiazepine Product: COc1cc(N2CCNCC2)c(C)cc1[N+](=O)[O-]. RXN SMILES: [CH3:1][c:2]1[c:3]([N:13]2[CH2:14][CH2:15][N:16]([C:19]([O:20][C:21]([CH3:22])([CH3:23])[CH3:24])=[O:25])[CH2:17][CH2:18]2)[cH:4][c:5]([O:11][CH3:12])[c:6]([N+:8](=[O:9])[O-:10])[cH:7]1.[CH3:33][O-:34].[CH3:39][OH:40].[Cl:36][CH2:37][Cl:38].[Na+:35].[OH:26][C:27]([C:28]([F:29])([F:30])[F:31])=[O:32]>>[CH3:1][c:2]1[c:3]([N:13]2[CH2:14][CH2:15][NH:16][CH2:17][CH2:18]2)[cH:4][c:5]([O:11][CH3:12])[c:6]([N+:8](=[O:9])[O-:10])[cH:7]1. The reactants are COc1cc(N2CCN(C(=O)OC(C)(C)C)CC2)c(C)cc1[N+](=O)[O-], C[O-], CO, ClCCl, [Na+], O=C(O)C(F)(F)F.